This data is from the Open Reaction Database (ORD), a public repository of structured organic reaction records. The task is: describe an organic reaction: reactants, conditions, products, and yield Reactants: C=CCCC(CC=NO)OC, [O-]Cl, ClCCl, [Na+], [Na+], [Na+], O=S([O-])([O-])=S. Yields the product COC1CCC2CON=C2C1. RXN SMILES: [CH3:4][O:5][CH:6]([CH2:7][CH:8]=[N:9][OH:10])[CH2:11][CH2:12][CH:13]=[CH2:14].[Cl:1][O-:2].[Cl:22][CH2:23][Cl:24].[Na+:20].[Na+:21].[Na+:3].[S:15]([O-:16])([O-:17])(=[O:18])=[S:19]>>[CH3:4][O:5][CH:6]1[CH2:7][C:8]2=[N:9][O:10][CH2:14][CH:13]2[CH2:12][CH2:11]1. Starting materials: BrC1=NC(=CC=C1)N1C(=CC=C1C)C (2-bromo-6(2,5-dimethyl-pyrol-1-yl)-pyridine), C[Si](C)(C)Cl (trimethylsilyl chloride), IC1CCN(CC1)C(=O)OC(C)(C)C (tert-butyl 4-iodo-1-piperidinecarboxylate), O1C(=CC=C1)P(C=1OC=CC1)C=1OC=CC1 (tris(2-furyl)phosphine). The reagents and catalysts are [Pd].[Pd].C(C1=CC=CC=C1)=CC(=O)C=CC1=CC=CC=C1.C(C1=CC=CC=C1)=CC(=O)C=CC1=CC=CC=C1.C(C1=CC=CC=C1)=CC(=O)C=CC1=CC=CC=C1 (tris(dibenzylideneacetone) dipalladium). The solvent is O1CCCC1 (tetrahydrofuran), O1CCCC1 (tetrahydrofuran). Run at temperature 60 celsius, time 3 minute. The product is C(C)(C)(C)OC(=O)N1CCC(CC1)C1=NC(=CC=C1)N1C(=CC=C1C)C (6-(2,5-Dimethyl-pyrrol-1-yl)-3′,4′,5′,6′-tetrahydro-2′H-[2,4′]bipyridinyl-1′-carboxylic acid tert-butyl ester). Yield: 30.8%. Reaction SMILES: C[Si](Cl)(C)C.I[CH:7]1[CH2:12][CH2:11][N:10]([C:13]([O:15][C:16]([CH3:19])([CH3:18])[CH3:17])=[O:14])[CH2:9][CH2:8]1.O1C=CC=C1P(C1OC=CC=1)C1OC=CC=1.Br[C:37]1[CH:42]=[CH:41][CH:40]=[C:39]([N:43]2[C:47]([CH3:48])=[CH:46][CH:45]=[C:44]2[CH3:49])[N:38]=1>O1CCCC1.[Pd].[Pd].C(=CC(C=CC1C=CC=CC=1)=O)C1C=CC=CC=1.C(=CC(C=CC1C=CC=CC=1)=O)C1C=CC=CC=1.C(=CC(C=CC1C=CC=CC=1)=O)C1C=CC=CC=1>[C:16]([O:15][C:13]([N:10]1[CH2:11][CH2:12][CH:7]([C:37]2[CH:42]=[CH:41][CH:40]=[C:39]([N:43]3[C:47]([CH3:48])=[CH:46][CH:45]=[C:44]3[CH3:49])[N:38]=2)[CH2:8][CH2:9]1)=[O:14])([CH3:19])([CH3:18])[CH3:17] |f:5.6.7.8.9|. Reported procedure: After stirring for 3 minutes at 60° C. the reaction medium is left to return to ambient temperature. 0.047 ml of trimethylsilyl chloride is added and stirring is carried out for 30 minutes at ambient temperature. 1 g (3.2mmol) of 2 solubilized beforehand in 2 ml of tetrahydrofuran is added. This reaction mixture is stirred for 45 minutes at ambient temperature and it is added to a solution containing 30 mg (0.032 mmol) of tris(dibenzylideneacetone) dipalladium marketed by Aldrich and 30 mg (0.13... Reactants: C[O-], CO, Cc1ccccc1Oc1nnc(Cl)cc1Cl, [Na+]. The product is COc1cc(Cl)nnc1Oc1ccccc1C. Reaction SMILES: [CH3:17][O-:18].[CH3:20][OH:21].[Cl:1][c:2]1[c:3]([O:9][c:10]2[c:11]([CH3:16])[cH:12][cH:13][cH:14][cH:15]2)[n:4][n:5][c:6]([Cl:8])[cH:7]1.[Na+:19]>>[c:2]1([O:18][CH3:17])[c:3]([O:9][c:10]2[c:11]([CH3:16])[cH:12][cH:13][cH:14][cH:15]2)[n:4][n:5][c:6]([Cl:8])[cH:7]1. The reactants are BrC1=C(C=CC(=C1)Cl)Cl (2-bromo-1,4-dichlorobenzene), [N+](=O)(O)[O-] (HNO3), ice. Yields the product BrC1=CC(=C(C=C1Cl)[N+](=O)[O-])Cl (4-Bromo-2, 5-dichloronitrobenzene). The yield is 95.0%. Reaction SMILES: [Br:1][C:2]1[CH:7]=[C:6]([Cl:8])[CH:5]=[CH:4][C:3]=1[Cl:9].[N+:10]([O-])([OH:12])=[O:11]>>[Br:1][C:2]1[C:3]([Cl:9])=[CH:4][C:5]([N+:10]([O-:12])=[O:11])=[C:6]([Cl:8])[CH:7]=1. Procedure: A solution of 2-bromo-1,4-dichlorobenzene (1.000 g, 4.443 mmol, Aldrich, used as received) in fuming HNO3 (7.0 mL) was stirred at 50° C. for 1.5 h and poured into ice (80 g). The yellowish precipitate was filtered, washed with water (10 mL) and dried under vacuum to give 1.14 g (95%) of pure title compound as a yellowish powder; m.p. 50°-53° C.; 1H NMR (CDCl3): 7.863 (s, 1H), 8.030 (s, 1H). The product is ClC=1N=NC(=CC1)C1=CC=C(C=C1)OCCCN1[C@@H](CCC1)C (3-Chloro-6-{4-[3-((R)-2-methyl-pyrrolidin-1-yl)propoxy]phenyl}pyridazine). Procedure: Pd(OAc)2 trimer (2.02 g, 9.0 mmol) and Ph3P (9.36 g, 35.6 mmol) were suspended in anhydrous THF (300 mL) and stirred vigorously under a nitrogen atmosphere for 10 min. 3,6-dichloropyridazine (26.82 g, 180 mmol) was added as a solid and stirring was continued for 10 min. (R)-2-Methyl-1-{3-[4-(4,4,5,5-tetramethyl-[1,3,2]dioxaborolan-2-yl)-phenoxy]-propyl}-pyrrolidine (11.76 g, 34 mmol) was dissolved in a mixture of THF (200 mL) and EtOH (100 mL) and added dropwise to the reaction mixture. Saturate... The reactants are C[C@H]1N(CCC1)CCCOC1=CC=C(C=C1)B1OC(C(O1)(C)C)(C)C ((R)-2-Methyl-1-{3-[4-(4,4,5,5-tetramethyl-[1,3,2]dioxaborolan-2-yl)-phenoxy]-propyl}-pyrrolidine), C1=CC=C(C=C1)P(C2=CC=CC=C2)C3=CC=CC=C3 (Ph3P), C(=O)(O)[O-].[Na+] (NaHCO3), ClC=1N=NC(=CC1)Cl (3,6-dichloropyridazine). Solvent: C1CCOC1 (THF), CCO (EtOH), C1CCOC1 (THF). Isolated yield 90.4%. RXN SMILES: C1C=CC(P(C2C=CC=CC=2)C2C=CC=CC=2)=CC=1.[Cl:20][C:21]1[N:22]=[N:23][C:24](Cl)=[CH:25][CH:26]=1.[CH3:28][C@@H:29]1[CH2:33][CH2:32][CH2:31][N:30]1[CH2:34][CH2:35][CH2:36][O:37][C:38]1[CH:43]=[CH:42][C:41](B2OC(C)(C)C(C)(C)O2)=[CH:40][CH:39]=1.C([O-])(O)=O.[Na+]>C1COCC1.CCO.CC([O-])=O.CC([O-])=O.[Pd+2]>[Cl:20][C:21]1[N:22]=[N:23][C:24]([C:41]2[CH:42]=[CH:43][C:38]([O:37][CH2:36][CH2:35][CH2:34][N:30]3[CH2:31][CH2:32][CH2:33][C@H:29]3[CH3:28])=[CH:39][CH:40]=2)=[CH:25][CH:26]=1 |f:3.4,7.8.9|. Reagents/catalysts: CC(=O)[O-].CC(=O)[O-].[Pd+2] (Pd(OAc)2). Conditions: temperature 80 celsius, time 10 minute.